From a dataset of the Open Reaction Database (ORD), a public repository of structured organic reaction records. describe an organic reaction: reactants, conditions, products, and yield Reactants: OC1(CC(CCC1)C1CC1)CNC(=O)C=1C=2C=CC(=NC2C=CC1Cl)Cl (2,6-dichloro-quinoline-5-carboxylic acid (1-hydroxy-3-cyclopropyl-cyclohexylmethyl)-amide), CCN(C(C)C)C(C)C (DIPEA), CN([C@@H]1CNCC1)C ((S)-3-dimethylamino-pyrrolidine). Yields the product OC1(CC(CCC1)C1CC1)CNC(=O)C=1C=2C=CC(=NC2C=CC1Cl)N1C[C@H](CC1)N(C)C (6-Chloro-2-((S)-3-dimethylamino-pyrrolidin-1-yl)-quinoline-5-carboxylic acid (1-hydroxy-3-cyclopropyl-cyclohexylmethyl)-amide). As a reaction SMILES: [OH:1][C:2]1([CH2:11][NH:12][C:13]([C:15]2[C:16]3[CH:17]=[CH:18][C:19](Cl)=[N:20][C:21]=3[CH:22]=[CH:23][C:24]=2[Cl:25])=[O:14])[CH2:7][CH2:6][CH2:5][CH:4]([CH:8]2[CH2:10][CH2:9]2)[CH2:3]1.CCN(C(C)C)C(C)C.[CH3:36][N:37]([CH3:43])[C@H:38]1[CH2:42][CH2:41][NH:40][CH2:39]1>>[OH:1][C:2]1([CH2:11][NH:12][C:13]([C:15]2[C:16]3[CH:17]=[CH:18][C:19]([N:40]4[CH2:41][CH2:42][C@H:38]([N:37]([CH3:43])[CH3:36])[CH2:39]4)=[N:20][C:21]=3[CH:22]=[CH:23][C:24]=2[Cl:25])=[O:14])[CH2:7][CH2:6][CH2:5][CH:4]([CH:8]2[CH2:10][CH2:9]2)[CH2:3]1. Procedure: The title compound was synthesized according to the procedure described in example 1 using 2,6-dichloro-quinoline-5-carboxylic acid (1-hydroxy-3-cyclopropyl-cyclohexylmethyl)-amide, DIPEA and (S)-3-dimethylamino-pyrrolidine. 1H NMR (400 MHz, DMSO-d6) δ ppm 8.75 (1H), 7.85 (m, 1H), 7.58 (2H), 7.05 (1H), 4.26 (s, 1H), 3.87 (t, 1H), 3.75 (m, 2H), 3.56 (m, 1H), 3.49 (m, 1H), 3.36 (m, 2H), 3.24 (m, 2H), 2.84 (m, 1H), 2.22 (s, 6H), 1.85 (m, 1H), 1.67 (m, 2H), 1.44-1.38 (m, 4H), 1.27 (m, 2H), 0.30 (m, ... Starting materials: COCCn1c(C)cc2ccccc21, CC(=O)O, O=C1OC(=O)c2c(Cl)c(Cl)c(Cl)c(Cl)c21. The product is COCCn1c(C)c(C(=O)c2c(Cl)c(Cl)c(Cl)c(Cl)c2C(=O)O)c2ccccc21. RXN SMILES: [CH3:16][O:17][CH2:18][CH2:19][n:20]1[c:21]([CH3:29])[cH:22][c:23]2[cH:24][cH:25][cH:26][cH:27][c:28]12.[CH3:30][C:31](=[O:32])[OH:33].[Cl:1][c:2]1[c:3]([Cl:4])[c:5]([Cl:6])[c:7]2[c:13]([c:14]1[Cl:15])[C:11](=[O:12])[O:10][C:8]2=[O:9]>>[Cl:1][c:2]1[c:3]([Cl:4])[c:5]([Cl:6])[c:7]([C:8](=[O:9])[c:22]2[c:21]([CH3:29])[n:20]([CH2:19][CH2:18][O:17][CH3:16])[c:28]3[c:23]2[cH:24][cH:25][cH:26][cH:27]3)[c:13]([C:11]([OH:10])=[O:12])[c:14]1[Cl:15]. Reaction SMILES: [Cl:1][c:2]1[cH:3][cH:4][c:5](-[c:8]2[cH:9][cH:10][c:11]([C:14]#[C:15][c:16]3[cH:17][c:18]4[c:19]([CH3:27])[cH:20][c:21](=[O:26])[nH:22][c:23]4[cH:24][cH:25]3)[n:12][cH:13]2)[cH:6][cH:7]1.[NH3:33].[P:28]([Cl:29])([Cl:30])([Cl:31])=[O:32]>>[Cl:1][c:2]1[cH:3][cH:4][c:5](-[c:8]2[cH:9][cH:10][c:11]([C:14]#[C:15][c:16]3[cH:17][c:18]4[c:19]([CH3:27])[cH:20][c:21]([Cl:30])[n:22][c:23]4[cH:24][cH:25]3)[n:12][cH:13]2)[cH:6][cH:7]1. Product: Cc1cc(Cl)nc2ccc(C#Cc3ccc(-c4ccc(Cl)cc4)cn3)cc12. Starting materials: Cc1cc(=O)[nH]c2ccc(C#Cc3ccc(-c4ccc(Cl)cc4)cn3)cc12, N, O=P(Cl)(Cl)Cl. Reactants: CC(C)(C)OC(=O)c1ccc(C=Cc2cccc(O)c2)cc1Nc1ccc(F)cc1, O=C(O)C(F)(F)F. Yields the product O=C(O)c1ccc(C=Cc2cccc(O)c2)cc1Nc1ccc(F)cc1. RXN SMILES: [F:1][c:2]1[cH:3][cH:4][c:5]([NH:6][c:7]2[c:8]([C:9](=[O:10])[O:11][C:12]([CH3:13])([CH3:14])[CH3:15])[cH:16][cH:17][c:18]([CH:20]=[CH:21][c:22]3[cH:23][c:24]([OH:28])[cH:25][cH:26][cH:27]3)[cH:19]2)[cH:29][cH:30]1.[OH:31][C:32]([C:33]([F:34])([F:35])[F:36])=[O:37]>>[F:1][c:2]1[cH:3][cH:4][c:5]([NH:6][c:7]2[c:8]([C:9](=[O:10])[OH:11])[cH:16][cH:17][c:18]([CH:20]=[CH:21][c:22]3[cH:23][c:24]([OH:28])[cH:25][cH:26][cH:27]3)[cH:19]2)[cH:29][cH:30]1. Reactants: [Br-], O=C([O-])[O-], COCCOCCN(CCOCCOC)CCOCCOC, ClCCl, [K+], [K+], c1ccc([P+](CC2OCCO2)(c2ccccc2)c2ccccc2)cc1, O=Cc1ccc(-c2ccccn2)cc1. Yields the product C(=CC1OCCO1)c1ccc(-c2ccccn2)cc1. RXN SMILES: [Br-:15].[C:63](=[O:64])([O-:65])[O-:66].[CH3:41][O:42][CH2:43][CH2:44][O:45][CH2:46][CH2:47][N:48]([CH2:49][CH2:50][O:51][CH2:52][CH2:53][O:54][CH3:55])[CH2:56][CH2:57][O:58][CH2:59][CH2:60][O:61][CH3:62].[Cl:69][CH2:70][Cl:71].[K+:67].[K+:68].[O:16]1[CH:17]([CH2:21][P+:22]([c:23]2[cH:24][cH:25][cH:26][cH:27][cH:28]2)([c:29]2[cH:30][cH:31][cH:32][cH:33][cH:34]2)[c:35]2[cH:36][cH:37][cH:38][cH:39][cH:40]2)[O:18][CH2:19][CH2:20]1.[n:1]1[c:2](-[c:7]2[cH:8][cH:9][c:10]([CH:11]=[O:12])[cH:13][cH:14]2)[cH:3][cH:4][cH:5][cH:6]1>>[n:1]1[c:2](-[c:7]2[cH:8][cH:9][c:10]([CH:11]=[CH:21][CH:17]3[O:16][CH2:20][CH2:19][O:18]3)[cH:13][cH:14]2)[cH:3][cH:4][cH:5][cH:6]1.